Dataset: the Open Reaction Database (ORD), a public repository of structured organic reaction records. Task: describe an organic reaction: reactants, conditions, products, and yield Starting materials: BrC=1C=C(C2=C(C(CO2)(C)C)C1)C(O)C1CCCCC1 ((5-bromo-3,3-dimethyl-2,3-dihydro-benzofuran-7-yl)-cyclohexyl-methanol), C(C)[SiH](CC)CC (triethyl silane), C(C)(=O)OCC (ethyl acetate), BrC=1C=C(C2=C(C(CO2)(C)C)C1)C(O)C1CCCCC1 ((5-bromo-3,3-dimethyl-2,3-dihydro-benzofuran-7-yl)-cyclohexyl-methanol), FC(C(=O)O)(F)F (trifluoroacetic acid). Run in CCCCCC (hexane). The product is BrC=1C=C(C2=C(C(CO2)(C)C)C1)CC1CCCCC1 (5-Bromo-7-cyclohexylmethyl-3,3-dimethyl-2,3-dihydro-benzofuran). As a reaction SMILES: [Br:1][C:2]1[CH:3]=[C:4]([CH:13]([CH:15]2[CH2:20][CH2:19][CH2:18][CH2:17][CH2:16]2)O)[C:5]2[O:9][CH2:8][C:7]([CH3:11])([CH3:10])[C:6]=2[CH:12]=1.FC(F)(F)C(O)=O.C([SiH](CC)CC)C.C(OCC)(=O)C>CCCCCC>[Br:1][C:2]1[CH:3]=[C:4]([CH2:13][CH:15]2[CH2:20][CH2:19][CH2:18][CH2:17][CH2:16]2)[C:5]2[O:9][CH2:8][C:7]([CH3:10])([CH3:11])[C:6]=2[CH:12]=1. Reported procedure: Following General Procedure J and using (5-bromo-3,3-dimethyl-2,3-dihydro-benzofuran-7-yl)-cyclohexyl-methanol (Intermediate 45, 0.62 g, 1.94 mmol), trifluoroacetic acid (4 mL, 52 mmol) and triethyl silane (1.5 mL, 9.4 mmol) followed by flash column chromatography using 3% ethyl acetate in hexane as the eluent, the title compound was obtained (0.58 g, 92%). Starting materials: C1(CCCCC1)N=C=NC1CCCCC1 (Dicyclohexylcarbodiimide), FC(C=1C=C(C=CC1)CC(=O)O)(F)F (3-(trifluoromethyl)phenylacetic acid), ClC=1C=CC(=C(N)C1)OC (5-chloro-2-methoxyaniline). Reaction SMILES: C1(N=C=NC2CCCCC2)CCCCC1.[F:16][C:17]([F:29])([F:28])[C:18]1[CH:19]=[C:20]([CH2:24][C:25]([OH:27])=O)[CH:21]=[CH:22][CH:23]=1.[Cl:30][C:31]1[CH:32]=[CH:33][C:34]([O:38][CH3:39])=[C:35]([CH:37]=1)[NH2:36]>ClCCl>[CH3:39][O:38][C:34]1[CH:33]=[CH:32][C:31]([Cl:30])=[CH:37][C:35]=1[NH:36][C:25](=[O:27])[CH2:24][C:20]1[CH:21]=[CH:22][CH:23]=[C:18]([C:17]([F:16])([F:29])[F:28])[CH:19]=1. Procedure: Dicyclohexylcarbodiimide (2.20 g, 10.7 mmol) was added to a solution of 3-(trifluoromethyl)phenylacetic acid (2.00 g, 9.8 mmol) and 5-chloro-2-methoxyaniline (1.55 g, 9.8 mmol) in dichloromethane (50 ml). The reaction was stirred at RT overnight. The reaction mixture was filtered and the filtrate evaporated to dryness. The residue was recrystallized from methanol/water 2:1 (30 ml). 2.05 g (61%) of the title compound was isolated. Yield: 60.9%. Product: COC1=C(C=C(C=C1)Cl)NC(CC1=CC(=CC=C1)C(F)(F)F)=O (N-(2-methoxy-5-chlorophenyl)-3-(trifluoromethyl)phenylacetic amide). The solvent is ClCCl (dichloromethane). Reaction conditions: time 8 hour. Reactants: ClC=1C(N(C2=CC=CC=C2N1)C1=CC=C(C=C1)Cl)=O (3-chloro-1-(4-chlorophenyl)-1,2-dihydroquinoxalin-2-one), [H-].[Na+] (sodium hydride), C1COCCOCCOCCOCCO1 (15-crown-5), O1CCOCCOCCOCCOCC1 (1,4,7,10,13-pentaoxacyclopentadecane), C1(=CC=CC=C1)O (phenol). The solvent is O (Water), C1(=CC=CC=C1)C (toluene), C1(=CC=CC=C1)C (toluene). Reaction conditions: time 30 minute. Yields the product ClC1=CC=C(C=C1)N1C(C(=NC2=CC=CC=C12)OC1=CC=CC=C1)=O (1-(4-Chlorophenyl)-1,2-dihydro-3-phenoxyquinoxalin-2-one). Isolated yield 62.6%. RXN SMILES: [H-].[Na+].C1OCCOCCOCCOCCOC1.[C:18]1([OH:24])[CH:23]=[CH:22][CH:21]=[CH:20][CH:19]=1.Cl[C:26]1[C:27](=[O:43])[N:28]([C:36]2[CH:41]=[CH:40][C:39]([Cl:42])=[CH:38][CH:37]=2)[C:29]2[C:34]([N:35]=1)=[CH:33][CH:32]=[CH:31][CH:30]=2>C1(C)C=CC=CC=1.O>[Cl:42][C:39]1[CH:38]=[CH:37][C:36]([N:28]2[C:29]3[C:34](=[CH:33][CH:32]=[CH:31][CH:30]=3)[N:35]=[C:26]([O:24][C:18]3[CH:23]=[CH:22][CH:21]=[CH:20][CH:19]=3)[C:27]2=[O:43])=[CH:41][CH:40]=1 |f:0.1|. Reported procedure: A mixture of sodium hydride (0.65 g), "15-crown-5" (1,4,7,10,13-pentaoxacyclopentadecane) (0.5 ml), phenol (2.2 g), and dry toluene was stirred for 30 minutes. To this was added a suspension of 3-chloro-1-(4-chlorophenyl)-1,2-dihydroquinoxalin-2-one (6.0 g) in dry toluene (30 ml) and stirring was continued for 2 hours. Water was added and the product was extracted into chloroform. Evaporation of the solvent and crystallisation from ethanol gave the title compound (4.5 g) mp 239°-241° C. Reactants: C1(=CC=CC=C1)\C=C/COC(C(C(=O)OC(C)(C)C)=[N+]=[N-])=O (2-diazomalonic acid t-butyl ester (Z)-3-phenyl-allyl ester), P(OCC)(OCC)OCC (triethyl phosphite). Reagents/catalysts: [Cu]I (copper (I) iodide). The solvent is C1(=CC=CC=C1)C (toluene). Conditions: temperature 130 celsius. Product: C(C)(C)(C)OC(=O)[C@]12C(OC[C@@H]2[C@@H]1C1=CC=CC=C1)=O ((1R*,5R*,6R*)-2-oxo-6-phenyl-3-oxa-bicyclo[3.1.0]hexane-1-carboxylic acid t-butyl ester). Reaction SMILES: [C:1]1(/[CH:7]=[CH:8]\[CH2:9][O:10][C:11](=[O:22])[C:12](=[N+]=[N-])[C:13]([O:15][C:16]([CH3:19])([CH3:18])[CH3:17])=[O:14])[CH:6]=[CH:5][CH:4]=[CH:3][CH:2]=1.P(OCC)(OCC)OCC>C1(C)C=CC=CC=1.[Cu]I>[C:16]([O:15][C:13]([C@:12]12[C@@H:7]([C:1]3[CH:6]=[CH:5][CH:4]=[CH:3][CH:2]=3)[C@H:8]1[CH2:9][O:10][C:11]2=[O:22])=[O:14])([CH3:19])([CH3:18])[CH3:17]. Procedure: To the 2-diazomalonic acid t-butyl ester (Z)-3-phenyl-allyl ester (16 g, 54 mmol) above were added triethyl phosphite (0.090 g, 0.54 mmol) and copper (I) iodide (0.10 g, 0.54 mmol) in toluene (490 mL). After heating at 130° C. for 5 hours, the solid was filtered off and the filtrate was concentrated. The reaction mixture was purified by column chromatography using dichloromethane as an eluent. Purification afforded 5.2 g of the desired diastereomer and 2.8 g of the other diastereomer. Isolated yield 32.0%. Reaction SMILES: Cl[CH:2]([CH2:6][CH2:7][Cl:8])[C:3](=O)[CH3:4].[CH:9]([SH:12])(S)[CH3:10].CC1C=CC([S:20](O)(=O)=O)=CC=1>C1(C)C=CC=CC=1>[Cl:8][CH2:7][CH2:6][C:2]1[S:20][CH2:10][CH2:9][S:12][C:3]=1[CH3:4]. Yields the product ClCCC=1SCCSC1C (2-(chloroethyl)-3-methyl-5,6-dihydro-1,4-dithiin). The solvent is C1(=CC=CC=C1)C (toluene). Conditions: time 8 hour. The reactants are ClC(C(C)=O)CCCl (3,5-dichloro-2-pentanone), C(C)(S)S (ethanedithiol), CC=1C=CC(=CC1)S(=O)(=O)O (PTSA). Reported procedure: A mixture of 0.1 mole (15.4 g.) 3,5-dichloro-2-pentanone, 0.1 mole (9.4 g.) ethanedithiol and 0.3 mole PTSA was stirred at room temperature overnight. The product was taken up in toluene, washed with 5% sodium bicarbonate and water, dried over magnesium sulfate, filtered and the solvent removed. The product was distilled; bp. 114°-116°/0.7 mm. Yield 32%.